This data is from the Open Reaction Database (ORD), a public repository of structured organic reaction records. The task is: describe an organic reaction: reactants, conditions, products, and yield The reactants are O=C(O)C(=O)N1CCC(Cc2ccccc2)CC1, CCCCCC, Nc1cccc(C(F)(F)F)c1. The product is O=C(Nc1cccc(C(F)(F)F)c1)C(=O)N1CCC(Cc2ccccc2)CC1. As a reaction SMILES: [CH2:1]([c:2]1[cH:3][cH:4][cH:5][cH:6][cH:7]1)[CH:8]1[CH2:9][CH2:10][N:11]([C:14]([C:15](=[O:16])[OH:17])=[O:18])[CH2:12][CH2:13]1.[CH3:30][CH2:31][CH2:32][CH2:33][CH2:34][CH3:35].[F:19][C:20]([c:21]1[cH:22][c:23]([NH2:24])[cH:25][cH:26][cH:27]1)([F:28])[F:29]>>[CH2:1]([c:2]1[cH:3][cH:4][cH:5][cH:6][cH:7]1)[CH:8]1[CH2:9][CH2:10][N:11]([C:14]([C:15](=[O:17])[NH:24][c:23]2[cH:22][c:21]([C:20]([F:19])([F:28])[F:29])[cH:27][cH:26][cH:25]2)=[O:18])[CH2:12][CH2:13]1. Reactants: fuculose 1-phosphate, C(C(=O)COP(=O)(O)O)O (DHAP), N(=[N+]=[N-])C[C@H](C=O)O ((R)-3-azido-2-hydroxypropanal), [OH-].[Na+] (NaOH). Run in C(C(CO)(CO)N)O (Tris). Conditions: time 2 day. The product is N(=[N+]=[N-])C[C@H]([C@@H]([C@H](C(CO)=O)O)O)O (6-azido-6-deoxy-D-xylo-hexulose). Isolated yield 30.0%. Reaction SMILES: [CH2:1]([OH:10])[C:2]([CH2:4][O:5]P(O)(O)=O)=[O:3].[N:11]([CH2:14][C@@H:15]([OH:18])[CH:16]=[O:17])=[N+:12]=[N-:13].[OH-].[Na+]>C(O)C(N)(CO)CO>[N:11]([CH2:14][C@@H:15]([OH:18])[C@H:16]([OH:17])[C@@H:1]([OH:10])[C:2](=[O:3])[CH2:4][OH:5])=[N+:12]=[N-:13] |f:2.3|. Reported procedure: DHAP (0.5 mmole) was added to an aqueous solution of (R)-3-azido-2-hydroxypropanal (1 mmole in 40 ml) and the pH value adjusted to 7.0 with 10N NaOH. To this solution was added fuculose-1-phosphate aldolase from E. coli (4 g), which had been treated with egg white lysozyme (40 mg) in Tris buffer (pH 7.5, 25 ml) for 1 hour at 35° C., to form a mixture and the mixture stirred slowly for 2 days. The stirred mixture was adjusted to a pH value of 4.7, and acid phosphatase (400 units) added. The resul... Starting materials: CS(=O)(=O)C(CCCCCCC(=O)O)CC#C[C@H](CCCCC)O (8-Methylsulfonyl-12(S)-hydroxy-10-heptadecynoic acid), [H][H] (hydrogen), [H][H] (hydrogen). Reagents/catalysts: [Pt] (platinum-on-charcoal). The solvent is C(C)(=O)OCC (ethyl acetate), C1CCCCC1 (cyclohexane). Product: CS(=O)(=O)C(CCCCCCC(=O)O)CCC[C@H](CCCCC)O (8-methylsulfonyl-12(S)-hydroxyheptadecanoic acid). As a reaction SMILES: [CH3:1][S:2]([CH:5]([CH2:15][C:16]#[C:17][C@@H:18]([OH:24])[CH2:19][CH2:20][CH2:21][CH2:22][CH3:23])[CH2:6][CH2:7][CH2:8][CH2:9][CH2:10][CH2:11][C:12]([OH:14])=[O:13])(=[O:4])=[O:3].[H][H]>[Pt].C(OCC)(=O)C.C1CCCCC1>[CH3:1][S:2]([CH:5]([CH2:15][CH2:16][CH2:17][C@@H:18]([OH:24])[CH2:19][CH2:20][CH2:21][CH2:22][CH3:23])[CH2:6][CH2:7][CH2:8][CH2:9][CH2:10][CH2:11][C:12]([OH:14])=[O:13])(=[O:3])=[O:4]. Reported procedure: 8-Methylsulfonyl-12(S)-hydroxy-10-heptadecynoic acid (36.0 g., 0.10 mole) and 5% platinum-on-charcoal catalyst (4.0 g.) are placed in a mixture of ethyl acetate (100 ml.) and cyclohexane (200 ml.) and hydrogenated in a Parr apparatus with an initial hydrogen pressure of 45 pounds per square inch. The uptake of the required 0.2 mole of hydrogen is complete in 20 minutes. The catalyst is removed by filtration and the solvents evaporated to leave the product as a residual oil weighing 33.5 g. It is... The reactants are CS(=O)(=O)C1=[N+](C=CC=C1)[O-] (methylsulfonyl pyridine-oxide), ClC1=NC2=CC=C(C=C2C(=C1CC1=CC=C(C=C1)SC)Cl)C(O)(C1=CN=NN1C)C=1C(=NC(=CC1)C)C ((2,4-Dichloro-3-(4-(methylthio)benzyl)quinolin-6-yl)(2,6-dimethylpyridin-3-yl)(1-methyl-1H-1,2,3-triazol-5-yl)methanol), ClC1=CC(=CC=C1)C(=O)OO (3-chloroperbenzoic acid), C(=O)([O-])[O-].[K+].[K+] (K2CO3), BrP(Br)Br (tribromophosphine), CS(=O)(=O)[O-] (methylsulfonate), BrP(Br)Br (tribromophosphine). The solvent is CN(C)C=O (DMF), C(Cl)Cl (DCM). Procedure details: A suspension of (2,4-dichloro-3-(4-(methylthio)benzyl)quinolin-6-yl)(2,6-dimethylpyridin-3-yl)(1-methyl-1H-1,2,3-triazol-5-yl)methanol (1.10 g, 2.00 mmol, Example 95), 3-chloroperbenzoic acid (˜77%, 1.62 g, 7.23 mmol) and DCM (100 mL) was stirred at room temperature for 2.5 hours, during which it became a clear solution. LCMS showed mainly methylsulfonate product and methylsulfonyl pyridine-oxide by-product. To the mixture was added tribromophosphine (1.0 M in DCM, 3.2 mL, 3.2 mmol) dropwise (a ... Yields the product ClC1=NC2=CC=C(C=C2C(=C1CC1=CC=C(C=C1)S(=O)(=O)C)Cl)C(O)(C1=CN=NN1C)C=1C(=NC(=CC1)C)C ((2,4-Dichloro-3-(4-(methylsulfonyl)benzyl)quinolin-6-yl)(2,6-dimethylpyridin-3-yl)(1-methyl-1H-1,2,3-triazol-5-yl)methanol). Run at time 2.5 hour. RXN SMILES: [Cl:1][C:2]1[C:11]([CH2:12][C:13]2[CH:18]=[CH:17][C:16](SC)=[CH:15][CH:14]=2)=[C:10]([Cl:21])[C:9]2[C:4](=[CH:5][CH:6]=[C:7]([C:22]([C:30]3[C:31]([CH3:37])=[N:32][C:33]([CH3:36])=[CH:34][CH:35]=3)([C:24]3[N:28]([CH3:29])[N:27]=[N:26][CH:25]=3)[OH:23])[CH:8]=2)[N:3]=1.ClC1C=CC=C(C(OO)=O)C=1.[CH3:49][S:50]([O-:53])(=O)=[O:51].CS(C1C=CC=C[N+]=1[O-])(=O)=O.BrP(Br)Br.C([O-])([O-])=O.[K+].[K+]>CN(C=O)C.C(Cl)Cl>[Cl:1][C:2]1[C:11]([CH2:12][C:13]2[CH:14]=[CH:15][C:16]([S:50]([CH3:49])(=[O:53])=[O:51])=[CH:17][CH:18]=2)=[C:10]([Cl:21])[C:9]2[C:4](=[CH:5][CH:6]=[C:7]([C:22]([C:30]3[C:31]([CH3:37])=[N:32][C:33]([CH3:36])=[CH:34][CH:35]=3)([C:24]3[N:28]([CH3:29])[N:27]=[N:26][CH:25]=3)[OH:23])[CH:8]=2)[N:3]=1 |f:5.6.7|. Starting materials: O.C1(=CC=C(C=C1)S(=O)(=O)O)C (p-toluenesulfonic acid monohydrate), COC(CC#N)OC (3,3-dimethoxypropionitrile), C(C1=CC=CC=C1)O (benzyl alcohol), C1(=CC=CC=C1)C (toluene). Run in C(C)N(CC)CC (triethylamine). Reaction conditions: temperature 110 celsius, time 8 hour. Product: C(C1=CC=CC=C1)OC(CC#N)OCC1=CC=CC=C1 (3,3-dibenzyloxypropionitrile). Isolated yield 871.1%. As a reaction SMILES: O.[C:2]1([CH3:12])[CH:7]=[CH:6][C:5](S(O)(=O)=O)=[CH:4][CH:3]=1.[CH3:13][O:14][CH:15]([O:19]C)[CH2:16][C:17]#[N:18].C(O)[C:22]1[CH:27]=[CH:26][CH:25]=[CH:24][CH:23]=1.C1(C)C=CC=CC=1>C(N(CC)CC)C>[CH2:12]([O:19][CH:15]([O:14][CH2:13][C:22]1[CH:27]=[CH:26][CH:25]=[CH:24][CH:23]=1)[CH2:16][C:17]#[N:18])[C:2]1[CH:7]=[CH:6][CH:5]=[CH:4][CH:3]=1 |f:0.1|. Procedure: 4.95 g of p-toluenesulfonic acid monohydrate was added to 30.0 g of 3,3-dimethoxypropionitrile, 67.63 g of benzyl alcohol and 100 ml of toluene, and the mixture was stirred at 110° C. for 8 hours. The reaction solution was returned to room temperature, and 5.26 g of triethylamine was added. After stirring for 5 minutes, the reaction solution was transferred to a separating funnel and washed with 200 ml of an aqueous 1 mass % potassium carbonate solution once and then with 200 ml of distilled sol... Starting materials: CN1CCN(CC1)C=1C=CC(=C2C=CC=NC12)[N+](=O)[O-] (8-(4-methyl-1-piperazinyl)-5-nitroquinoline), O.NN (hydrazine hydrate). The reagents and catalysts are [Ni] (Ni). The solvent is C1CCOC1.CCO (THF EtOH). Reaction conditions: time 16 hour. Product: CN1CCN(CC1)C=1C=CC(=C2C=CC=NC12)N (8-(4-methyl-1-piperazinyl)-5-quinolinylamine). Isolated yield 100.1%. As a reaction SMILES: [CH3:1][N:2]1[CH2:7][CH2:6][N:5]([C:8]2[CH:9]=[CH:10][C:11]([N+:18]([O-])=O)=[C:12]3[C:17]=2[N:16]=[CH:15][CH:14]=[CH:13]3)[CH2:4][CH2:3]1.O.NN>C1COCC1.CCO.[Ni]>[CH3:1][N:2]1[CH2:7][CH2:6][N:5]([C:8]2[CH:9]=[CH:10][C:11]([NH2:18])=[C:12]3[C:17]=2[N:16]=[CH:15][CH:14]=[CH:13]3)[CH2:4][CH2:3]1 |f:1.2,3.4|. Procedure details: To a solution of 8-(4-methyl-1-piperazinyl)-5-nitroquinoline (0.379 g, 1.39 mmol) in THF:EtOH 1:4 solvent system was added Raney-Ni (1.0 mL suspension in EtOH) followed by hydrazine hydrate (0.348 g, 6.95 mmol). The mixture was stirred vigorously at room temperature for 16 hours and then filtered through celite pretreated with water. The filtrate was concentrated, and the residue was purified by column chromatography (SiO2, CHCl3/MeOH/NH3 9:1:0.4%) to give 0.337 g of 8-(4-methyl-1-piperazinyl)-5... Reactants: CC=1C=C2C=3CCCC(C3NC2=CC1)N[C@@H](C)C1=CC=CC=C1 (6-methyl-N-[(1S)-1-phenylethyl]-2,3,4,9-tetrahydro-1H-carbazol-1-amine), Cl (HCl). Run in CO (methanol), CO (MeOH). The product is Cl.CC=1C=C2C=3CCC[C@H](C3NC2=CC1)N[C@@H](C)C1=CC=CC=C1 ((1R)-6-Methyl-N-[(1S)-1-phenylethyl]-2,3,4,9-tetrahydro-1H-carbazol-1-amine hydrochloride salt). As a reaction SMILES: [CH3:1][C:2]1[CH:3]=[C:4]2[C:12](=[CH:13][CH:14]=1)[NH:11][C:10]1[CH:9]([NH:15][C@H:16]([C:18]3[CH:23]=[CH:22][CH:21]=[CH:20][CH:19]=3)[CH3:17])[CH2:8][CH2:7][CH2:6][C:5]2=1.[ClH:24]>CO>[ClH:24].[CH3:1][C:2]1[CH:3]=[C:4]2[C:12](=[CH:13][CH:14]=1)[NH:11][C:10]1[C@H:9]([NH:15][C@H:16]([C:18]3[CH:19]=[CH:20][CH:21]=[CH:22][CH:23]=3)[CH3:17])[CH2:8][CH2:7][CH2:6][C:5]2=1 |f:3.4|. Procedure details: (1R)-6-Methyl-N-[(1S)-1-phenylethyl]-2,3,4,9-tetrahydro-1H-carbazol-1-amine hydrochloride salt was prepared by separation of diastereomeric 6-methyl-N-[(1S)-1-phenylethyl]-2,3,4,9-tetrahydro-1H-carbazol-1-amine by SFC (Berger Amino, 10% methanol, 1500 psi, 40° C., 2 mL/min, retention time: 10.0 min.) The oil obtained was converted to the HCl salt to give a white solid. [α]25=22.5 (c 0.20, MeOH); 1H-NMR (DMSO-d6): δ 7.58 (d, J=7.6 Hz, 2H), 7.55-7.46 (m, 3H), 7.26 (d, J=8.0 Hz, 1H), 7.26 (m, 1H), ... Starting materials: Cl (hydrochloric acid), [Cl-].[Al+3].[Cl-].[Cl-] (aluminum chloride), C1(=CC=CC=C1)C1=CC=C(S1)C=1SC=CC1 (5-phenyl[2,2'-bithienyl]), ClC(C)C (2-chloropropane). Run in C(Cl)Cl (methylene chloride), C(Cl)Cl (methylene chloride). Reaction conditions: temperature 0 celsius, time 30 minute. The product is CC(C)C1=CC=C(S1)C=1SC(=CC1)C1=CC=CC=C1 (5'-(1-methylethyl)-5-phenyl[2,2'-bithienyl]). Isolated yield 60.0%. As a reaction SMILES: [Cl-].[Al+3].[Cl-].[Cl-].[C:5]1([C:11]2[S:15][C:14]([C:16]3[S:17][CH:18]=[CH:19][CH:20]=3)=[CH:13][CH:12]=2)[CH:10]=[CH:9][CH:8]=[CH:7][CH:6]=1.Cl[CH:22]([CH3:24])[CH3:23].Cl>C(Cl)Cl>[CH3:23][CH:22]([C:18]1[S:17][C:16]([C:14]2[S:15][C:11]([C:5]3[CH:6]=[CH:7][CH:8]=[CH:9][CH:10]=3)=[CH:12][CH:13]=2)=[CH:20][CH:19]=1)[CH3:24] |f:0.1.2.3|. Procedure: A stirred suspension of 0.55 gram (0.0041 mole) of aluminum chloride in 40 ml of methylene chloride was cooled to 0° C., and a solution of 1.0 gram (0.0041 mole) of 5-phenyl[2,2'-bithienyl], 0.9 gram (0.005 mole) of 2-chloropropane in 40 ml of methylene chloride was added dropwise. Upon completion of addition the reaction mixture stirred at 0° C. for 30 minutes, then was allowed to warm to ambient temperature where it stirred for 16 hours. The reaction mixture was poured into a mixture of ice an... Starting materials: BrC=1C=C(C(=O)OC)C=C(C1OC(F)(F)F)Br (methyl 3,5-dibromo-4-(trifluoromethoxy)benzoate), C(=O)([O-])[O-].[Cs+].[Cs+] (Cs2CO3), C1(CC1)[B-](F)(F)F.[K+] (potassium cyclopropyltrifluoroborate), C1(=CC=CC=C1)C (toluene). The reagents and catalysts are CC(=O)[O-].CC(=O)[O-].[Pd+2] (Pd(OAc)2), C12(CC3CC(CC(C1)C3)C2)P(CCCC)C23CC1CC(CC(C2)C1)C3 (di(1-adamantyl)-n-butylphosphine). Run in O (water), O (water). Run at temperature 100 celsius. Yields the product C1(CC1)C=1C=C(C(=O)OC)C=C(C1OC(F)(F)F)C1CC1 (methyl 3,5-dicyclopropyl-4-(trifluoromethoxy)benzoate). RXN SMILES: Br[C:2]1[CH:3]=[C:4]([CH:9]=[C:10](Br)[C:11]=1[O:12][C:13]([F:16])([F:15])[F:14])[C:5]([O:7][CH3:8])=[O:6].C([O-])([O-])=O.[Cs+].[Cs+].[CH:24]1([B-](F)(F)F)[CH2:26][CH2:25]1.[K+].[C:32]1([CH3:38])C=CC=C[CH:33]=1>O.CC([O-])=O.CC([O-])=O.[Pd+2].C12(P(C34CC5CC(CC(C5)C3)C4)CCCC)CC3CC(CC(C3)C1)C2>[CH:24]1([C:2]2[CH:3]=[C:4]([CH:9]=[C:10]([CH:38]3[CH2:32][CH2:33]3)[C:11]=2[O:12][C:13]([F:16])([F:15])[F:14])[C:5]([O:7][CH3:8])=[O:6])[CH2:26][CH2:25]1 |f:1.2.3,4.5,8.9.10|. Procedure: To methyl 3,5-dibromo-4-(trifluoromethoxy)benzoate (500 mg, 1.32 mmol), Cs2CO3 (2586 mg, 7.94 mmol), Pd(OAc)2 (11.9 mg, 0.053 mmol), potassium cyclopropyltrifluoroborate (470 mg, 3.18 mmol) and di(1-adamantyl)-n-butylphosphine (28.5 mg, 0.079 mmol) was added toluene (12 mL) and water (1.2 mL). The reaction mixture was heated to 100° C. overnight. The reaction mixture was cooled to room temperature, diluted with water, extracted with DCM and evaporated in vacuo. The residue was purified by silica... Starting materials: BrCC(C(=O)OCC)=O (ethyl bromopyruvate), CC1=NC=NC2=CC=CC=C12 (4-methylquinazoline). Solvent: C(C)O (ethanol). Yields the product [Br-].C(=O)(OCC)C=1CC2=[N+](C=NC=3C=CC=CC23)C1 (2-Carbethoxy-1H-pyrrolo[1,2-c]quinazolin-4-ium bromide). As a reaction SMILES: [Br:1][CH2:2][C:3](=O)[C:4]([O:6][CH2:7][CH3:8])=[O:5].[CH3:10][C:11]1[C:20]2[C:15](=[CH:16][CH:17]=[CH:18][CH:19]=2)[N:14]=[CH:13][N:12]=1>C(O)C>[Br-:1].[C:4]([C:3]1[CH2:10][C:11]2[C:20]3[CH:19]=[CH:18][CH:17]=[CH:16][C:15]=3[N:14]=[CH:13][N+:12]=2[CH:2]=1)([O:6][CH2:7][CH3:8])=[O:5] |f:3.4|. Reported procedure: A solution of ethyl bromopyruvate (32.76 g, 0.172 m) and 4-methylquinazoline (15.61g, 0.109 m) in dry ethanol (400 ml) was heated at reflux for 16 hours during which time a yellow precipitate formed. The reaction mixture was cooled and the solid filtered and dried to yield crude product. Crystallization from MeOH afforded the product as a yellow solid; m.p. 274°-275° C.